This data is from the Open Reaction Database (ORD), a public repository of structured organic reaction records. The task is: describe an organic reaction: reactants, conditions, products, and yield Starting materials: Cc1[nH]c2ccccc2c1CCN1CCN(C(=O)OC(C)(C)C)CC1c1ccc(C=CC(=O)NO)cc1, Cl, C1COCCO1. Yields the product Cc1[nH]c2ccccc2c1CCN1CCNCC1c1ccc(C=CC(=O)NO)cc1. Reaction SMILES: [C:1]([O:2][C:3](=[O:4])[N:8]1[CH2:9][CH:10]([c:26]2[cH:27][cH:28][c:29]([CH:32]=[CH:33][C:34]([NH:35][OH:36])=[O:37])[cH:30][cH:31]2)[N:11]([CH2:14][CH2:15][c:16]2[c:17]([CH3:25])[nH:18][c:19]3[cH:20][cH:21][cH:22][cH:23][c:24]23)[CH2:12][CH2:13]1)([CH3:5])([CH3:6])[CH3:7].[ClH:38].[O:39]1[CH2:40][CH2:41][O:42][CH2:43][CH2:44]1>>[NH:8]1[CH2:9][CH:10]([c:26]2[cH:27][cH:28][c:29]([CH:32]=[CH:33][C:34]([NH:35][OH:36])=[O:37])[cH:30][cH:31]2)[N:11]([CH2:14][CH2:15][c:16]2[c:17]([CH3:25])[nH:18][c:19]3[cH:20][cH:21][cH:22][cH:23][c:24]23)[CH2:12][CH2:13]1. Solvent: CO (methanol). Yield: 64.6%. As a reaction SMILES: [Cl:1][C:2]1[CH:7]=[CH:6][C:5]([NH:8][C:9]([NH:11][CH2:12][C:13]2[CH:18]=[CH:17][CH:16]=[C:15]([N+:19]([O-])=O)[CH:14]=2)=[O:10])=[CH:4][C:3]=1[C:22]([F:25])([F:24])[F:23]>CO>[NH2:19][C:15]1[CH:14]=[C:13]([CH:18]=[CH:17][CH:16]=1)[CH2:12][NH:11][C:9]([NH:8][C:5]1[CH:6]=[CH:7][C:2]([Cl:1])=[C:3]([C:22]([F:25])([F:23])[F:24])[CH:4]=1)=[O:10]. Starting materials: ClC1=C(C=C(C=C1)NC(=O)NCC1=CC(=CC=C1)[N+](=O)[O-])C(F)(F)F (1-(4-Chloro-3-trifluoromethyl-phenyl)-3-(3-nitro-benzyl)-urea). Product: NC=1C=C(CNC(=O)NC2=CC(=C(C=C2)Cl)C(F)(F)F)C=CC1 (1-(3-amino-benzyl)-3-(4-chloro-3-trifluoromethyl-phenyl)-urea). Procedure: To a round bottom flask was added urea 26 (700 mg, 1.87 mmol, 1.0 eq.) and methanol (15 mL). The flask was then flushed with N2 before adding 10% Pd/C (35 mg, 5% by wt.). The reaction was placed under atmospheric H2 and allowed to stir at RT for 2 h before filtering over celite and rinsing with methanol. Concentration via rotary evaporation followed by column chromatography with silica gel and 1:1 EtOAc:Hexanes afforded pure urea 27 as a white solid (415 mg, 65% yield). LC/MSD (BP Series 1100 MS... Conditions: time 2 hour.